This data is from the Open Reaction Database (ORD), a public repository of structured organic reaction records. The task is: describe an organic reaction: reactants, conditions, products, and yield The reactants are Cl.O1CCOCC1 (HCl 1,4-dioxane), C(C1=CC=CC=C1)OC1=C(C=C(C#N)C=C1)C#N (4-(benzyloxy)isophthalonitrile), C(C)(=S)N (thioacetamide). The solvent is CN(C)C=O (DMF). Run at temperature 60 celsius. Yields the product C(C1=CC=CC=C1)OC1=C(C=C(C=C1)C(N)=S)C#N (4-(benzyloxy)-3-cyanobenzenecarbothioamide). Reaction SMILES: Cl.O1CCOCC1.[CH2:8]([O:15][C:16]1[CH:23]=[CH:22][C:19]([C:20]#[N:21])=[CH:18][C:17]=1[C:24]#[N:25])[C:9]1[CH:14]=[CH:13][CH:12]=[CH:11][CH:10]=1.C(N)(=[S:28])C>CN(C=O)C>[CH2:8]([O:15][C:16]1[CH:23]=[CH:22][C:19]([C:20](=[S:28])[NH2:21])=[CH:18][C:17]=1[C:24]#[N:25])[C:9]1[CH:10]=[CH:11][CH:12]=[CH:13][CH:14]=1 |f:0.1|. Reported procedure: A 4M HCl/1,4-dioxane solution was added to a DMF solution of 4-(benzyloxy)isophthalonitrile and thioacetamide, followed by stirring at 60° C. to obtain 4-(benzyloxy)-3-cyanobenzenecarbothioamide. AP: 291 (Na). Starting materials: CC(C)(C)OC(=O)N[C@@](C(SC1=NC=CC=C1)=O)(CC)C (S-2-pyridinyl (2R)-2-({[(1,1-dimethylethyl)oxy]carbonyl}amino)-2-methylbutanethioate), CC(C)(C)OC(=O)N[C@@](C(SC1=NC=CC=C1)=O)(CC)C (S-2-pyridinyl (2R)-2-({[(1,1-dimethylethyl)oxy]carbonyl}amino)-2-methylbutanethioate), CC(C)(C)OC(=O)N[C@@](C(SC1=NC=CC=C1)=O)(CC)C (S-2-pyridinyl (2R)-2-({[(1,1-dimethylethyl)oxy]carbonyl}amino)-2-methylbutanethioate), CC(C)(C)OC(=O)N[C@@](C(SC1=NC=CC=C1)=O)(CC)C (S-2-pyridinyl (2R)-2-({[(1,1-dimethylethyl)oxy]carbonyl}amino)-2-methylbutanethioate), CC(C)(C)OC(=O)N[C@@](C(SC1=NC=CC=C1)=O)(CC)C (S-2-pyridinyl (2R)-2-({[(1,1-dimethylethyl)oxy]carbonyl}amino)-2-methylbutanethioate), CC(C)(C)OC(=O)N[C@@](C(SC1=NC=CC=C1)=O)(CC)C (S-2-pyridinyl (2R)-2-({[(1,1-dimethylethyl)oxy]carbonyl}amino)-2-methylbutanethioate), CC(C)(C)OC(=O)N[C@@](C(SC1=NC=CC=C1)=O)(CC)C (S-2-pyridinyl (2R)-2-({[(1,1-dimethylethyl)oxy]carbonyl}amino)-2-methylbutanethioate), CC(C)(C)OC(=O)N[C@@](C(SC1=NC=CC=C1)=O)(CC)C (S-2-pyridinyl (2R)-2-({[(1,1-dimethylethyl)oxy]carbonyl}amino)-2-methylbutanethioate), CC1CCOC2=CC=CC(=C12)OC1=NC=C(C=N1)N (2-[(4-methyl-3,4-dihydro-2H-chromen-5-yl)oxy]-5-pyrimidinamine), CC1CCOC2=CC=CC(=C12)OC1=NC=C(C=N1)N (2-[(4-methyl-3,4-dihydro-2H-chromen-5-yl)oxy]-5-pyrimidinamine), CC(C)(C)OC(=O)N[C@@](C(SC1=NC=CC=C1)=O)(CC)C (S-2-pyridinyl (2R)-2-({[(1,1-dimethylethyl)oxy]carbonyl}amino)-2-methylbutanethioate), CC(C)(C)OC(=O)N[C@@](C(SC1=NC=CC=C1)=O)(CC)C (S-2-pyridinyl (2R)-2-({[(1,1-dimethylethyl)oxy]carbonyl}amino)-2-methylbutanethioate). The solvent is C1(=CC=CC=C1)C (toluene). Conditions: temperature 140 celsius, time 20 minute. Product: C[C@@](CC)(C(=O)NC=1C=NC(=NC1)OC1=C2C(CCOC2=CC=C1)C)NC(OC(C)(C)C)=O (1,1-dimethylethyl {(1R)-1-methyl-1-[({2-[(4-methyl-3,4-dihydro-2H-chromen-5-yl)oxy]-5-pyrimidinyl}amino)carbonyl]propyl}carbamate). Yield: 78.2%. RXN SMILES: [CH3:1][CH:2]1[C:11]2[C:6](=[CH:7][CH:8]=[CH:9][C:10]=2[O:12][C:13]2[N:18]=[CH:17][C:16]([NH2:19])=[CH:15][N:14]=2)[O:5][CH2:4][CH2:3]1.[CH3:20][C:21]([O:24][C:25]([NH:27][C@:28]([CH3:40])([CH2:38][CH3:39])[C:29](=[O:37])SC1C=CC=CN=1)=[O:26])([CH3:23])[CH3:22]>C1(C)C=CC=CC=1>[CH3:40][C@:28]([NH:27][C:25](=[O:26])[O:24][C:21]([CH3:23])([CH3:22])[CH3:20])([C:29]([NH:19][C:16]1[CH:17]=[N:18][C:13]([O:12][C:10]2[CH:9]=[CH:8][CH:7]=[C:6]3[C:11]=2[CH:2]([CH3:1])[CH2:3][CH2:4][O:5]3)=[N:14][CH:15]=1)=[O:37])[CH2:38][CH3:39]. Procedure: 2-[(4-methyl-3,4-dihydro-2H-chromen-5-yl)oxy]-5-pyrimidinamine (Intermediate 217, 144 mg, 0.56 mmol) was dissolved in toluene (8.0 mL) and S-2-pyridinyl (2R)-2-({[(1,1-dimethylethyl)oxy]carbonyl}amino)-2-methylbutanethioate (Intermediate 139, 86 mg, 0.28 mmol) was added. The reaction mixture was stirred at 140° C. for 20 minutes. Additional S-2-pyridinyl (2R)-2-({[(1,1-dimethylethyl)oxy]carbonyl}amino)-2-methylbutanethioate (Intermediate 139, 134 mg, 0.43 mmol) was added and the mixture was stir... The reactants are CC(=O)O[BH-](OC(C)=O)OC(C)=O, CC(=O)O, O=Cc1ccc(OCCCN2CCCCC2)cc1, c1ccc2c(c1)CCCN2, [Na+], [Na+], [OH-]. Yields the product c1ccc2c(c1)CCCN2Cc1ccc(OCCCN2CCCCC2)cc1. Reaction SMILES: [C:29]([O:30][BH-:31]([O:32][C:33](=[O:34])[CH3:35])[O:36][C:37](=[O:38])[CH3:39])(=[O:40])[CH3:41].[CH3:45][C:46](=[O:47])[OH:48].[N:1]1([CH2:7][CH2:8][CH2:9][O:10][c:11]2[cH:12][cH:13][c:14]([CH:15]=[O:16])[cH:17][cH:18]2)[CH2:2][CH2:3][CH2:4][CH2:5][CH2:6]1.[NH:19]1[CH2:20][CH2:21][CH2:22][c:23]2[cH:24][cH:25][cH:26][cH:27][c:28]21.[Na+:42].[Na+:44].[OH-:43]>>[N:1]1([CH2:7][CH2:8][CH2:9][O:10][c:11]2[cH:12][cH:13][c:14]([CH2:15][N:19]3[CH2:20][CH2:21][CH2:22][c:23]4[cH:24][cH:25][cH:26][cH:27][c:28]43)[cH:17][cH:18]2)[CH2:2][CH2:3][CH2:4][CH2:5][CH2:6]1. The reactants are C(C)(=O)OC(C)=O (Acetic anhydride), O=C1OC(C2N1C=1C=CC=CC1C2)CNC(C)=O (N-[(9,9a-dihydro-3-oxo-1H,3H-oxazolo[3,4-a]indol-1-yl)methyl]acetamide), C([O-])(O)=O.[Na+] (sodium bicarbonate). Run in C(Cl)Cl (methylene chloride), CS(=O)(=O)O (methane sulfonic acid). Reaction conditions: time 20.5 hour. Yields the product C(C)(=O)C1=CC=2CC3N(C2C=C1)C(OC3CNC(C)=O)=O (N-[(7-acetyl-9,9a-dihydro-3-oxo-1H,3H-oxazolo[3,4-a]indol-1-yl)methyl]acetamide). Reaction SMILES: [C:1](OC(=O)C)(=[O:3])[CH3:2].[O:8]=[C:9]1[N:13]2[C:14]3[CH:15]=[CH:16][CH:17]=[CH:18][C:19]=3[CH2:20][CH:12]2[CH:11]([CH2:21][NH:22][C:23](=[O:25])[CH3:24])[O:10]1.C(=O)(O)[O-].[Na+]>CS(O)(=O)=O.C(Cl)Cl>[C:1]([C:17]1[CH:16]=[CH:15][C:14]2[N:13]3[C:9](=[O:8])[O:10][CH:11]([CH2:21][NH:22][C:23](=[O:25])[CH3:24])[CH:12]3[CH2:20][C:19]=2[CH:18]=1)(=[O:3])[CH3:2] |f:2.3|. Reported procedure: Acetic anhydride (91 μl) is added to a mixture of (±) (1S,9aS/1R,9aR) N-[(9,9a-dihydro-3-oxo-1H,3H-oxazolo[3,4-a]indol-1-yl)methyl]acetamide (X diastereomer B, EXAMPLE 11, 74 mg) in methane sulfonic acid (1 ml) at 0° over 1 minute. The mixture is stirred for 20.5 hours and allowed to warm to 20°-25° during this time. At the end of this time, a small amount of ice is added and the mixture is diluted with methylene chloride. To this mixture of sodium bicarbonate (2.4 g) is added slowly. The solven... Starting materials: C1CCOC1, C[Si](C)(C)[N-][Si](C)(C)C, CS(=O)(=O)c1nnn[nH]1, COC(=O)C(CC1CCCC1)OS(=O)(=O)C(F)(F)F, [Li+]. The product is COC(=O)C(CC1CCCC1)n1nnc(S(C)(=O)=O)n1. Reaction SMILES: [CH2:39]1[O:40][CH2:41][CH2:42][CH2:43]1.[CH3:10][Si:11]([N-:12][Si:13]([CH3:14])([CH3:15])[CH3:16])([CH3:17])[CH3:18].[CH3:1][S:2](=[O:3])(=[O:4])[c:5]1[n:6][n:7][n:8][nH:9]1.[CH:20]1([CH2:25][CH:26]([C:27](=[O:28])[O:29][CH3:30])[O:31][S:32]([C:33]([F:34])([F:35])[F:36])(=[O:37])=[O:38])[CH2:21][CH2:22][CH2:23][CH2:24]1.[Li+:19]>>[CH3:1][S:2](=[O:3])(=[O:4])[c:5]1[n:6][n:7]([CH:26]([CH2:25][CH:20]2[CH2:21][CH2:22][CH2:23][CH2:24]2)[C:27](=[O:28])[O:29][CH3:30])[n:8][n:9]1. Reactants: ClC1=CC(N(N=C1)C)=O (5-chloro-2-methylpyridazin-3(2H)-one), CC1=C(N)C(=CC(=C1)B1OC(C(O1)(C)C)(C)C)C (2,6-dimethyl-4-(4,4,5,5-tetramethyl-1,3,2-dioxaborolan-2-yl)aniline), Intermediate 62. Run at temperature 60 celsius, time 12 hour. Product: NC1=C(C=C(C=C1C)C1=CC(N(N=C1)C)=O)C (5-(4-Amino-3,5-dimethylphenyl)-2-methylpyridazin-3(2H)-one). RXN SMILES: Cl[C:2]1[CH:7]=[N:6][N:5]([CH3:8])[C:4](=[O:9])[CH:3]=1.[CH3:10][C:11]1[CH:17]=[C:16](B2OC(C)(C)C(C)(C)O2)[CH:15]=[C:14]([CH3:27])[C:12]=1[NH2:13]>>[NH2:13][C:12]1[C:14]([CH3:27])=[CH:15][C:16]([C:2]2[CH:7]=[N:6][N:5]([CH3:8])[C:4](=[O:9])[CH:3]=2)=[CH:17][C:11]=1[CH3:10]. Procedure: The title compound is prepared from 5-chloro-2-methylpyridazin-3(2H)-one and 2,6-dimethyl-4-(4,4,5,5-tetramethyl-1,3,2-dioxaborolan-2-yl)aniline following a procedure analogous to that described in Step 2 of Intermediate 62. The mixture is stirred for 12 hours at 60° C. LC (method 9): tR=0.79 min; Mass spectrum (ESI+): m/z=230 [M+H]+.